Dataset: the Open Reaction Database (ORD), a public repository of structured organic reaction records. Task: describe an organic reaction: reactants, conditions, products, and yield Starting materials: CNC (dimethylamine), BrCCCCOC=1C(=CC=C2C(=CC(NC12)=O)NC1=C(C=NC=C1Cl)Cl)OC (8-(4-bromobutoxy)-4-(3,5-dichloropyridin-4-ylamino)-7-methoxyquinolin-2(1H)-one), C(=O)([O-])[O-].[K+].[K+] (K2CO3). Solvent: CS(=O)C (DMSO). Conditions: time 2.5 hour. Product: CN(CCCCOC=1C(=CC=C2C=CC(NC12)=O)OC)C (8-(4-(dimethylamino)butoxy)-7-methoxyquinolin-2(1H)-one). As a reaction SMILES: [CH3:1][NH:2][CH3:3].Br[CH2:5][CH2:6][CH2:7][CH2:8][O:9][C:10]1[C:11]([O:30][CH3:31])=[CH:12][CH:13]=[C:14]2[C:19]=1[NH:18][C:17](=[O:20])[CH:16]=[C:15]2NC1C(Cl)=CN=CC=1Cl.C([O-])([O-])=O.[K+].[K+]>CS(C)=O>[CH3:1][N:2]([CH3:3])[CH2:5][CH2:6][CH2:7][CH2:8][O:9][C:10]1[C:11]([O:30][CH3:31])=[CH:12][CH:13]=[C:14]2[C:19]=1[NH:18][C:17](=[O:20])[CH:16]=[CH:15]2 |f:2.3.4|. Reported procedure: A solution of dimethylamine (1.5 mL, 2M tetrahydrofuran, 3 mmol) was added to a solution of 8-(4-bromobutoxy)-4-(3,5-dichloropyridin-4-ylamino)-7-methoxyquinolin-2(1H)-one (146 mg, 0.3 mmol) and DMSO (3 mL). After 2.5 h, the reaction was poured into 10% K2CO3 (30 mL) and extracted with dichloromethane (40 mL×2). The combined extracts were dried, filtered, concentrated, and purified by silical gel chromatography (1:0→4:1; dichloromethane:methanol w/1% conc. NH4OH solution) and then reverse-phase ...